Dataset: the Open Reaction Database (ORD), a public repository of structured organic reaction records. Task: describe an organic reaction: reactants, conditions, products, and yield The reactants are FC(C1=C(CN2CCC(CC2)\C=C/2\C(=NC(S2)=O)NCC(CO)(C)C)C=CC(=C1)C(F)(F)F)(F)F ((5Z)-5-({1-[2,4-bis(trifluoromethyl)benzyl]piperidin-4-yl}methylidene)-4-[(3-hydroxy-2,2-dimethylpropyl)amino]-1,3-thiazol-2(5H)-one), C(\C=C\C(=O)O)(=O)O (fumaric acid). Solvent: C(C)O (ethanol), C(C)O (ethanol). Conditions: time 1 hour. Product: C(\C=C\C(=O)O)(=O)O.FC(C1=C(CN2CCC(CC2)\C=C/2\C(=NC(S2)=O)NCC(CO)(C)C)C=CC(=C1)C(F)(F)F)(F)F ((5Z)-5-({1-[2,4-bis(trifluoromethyl)benzyl]piperidin-4-yl}methylidene)-4-[(3-hydroxy-2,2-dimethylpropyl)amino]-1,3-thiazol-2(5H)-one fumarate). Isolated yield 81.9%. Reaction SMILES: [F:1][C:2]([F:35])([F:34])[C:3]1[CH:29]=[C:28]([C:30]([F:33])([F:32])[F:31])[CH:27]=[CH:26][C:4]=1[CH2:5][N:6]1[CH2:11][CH2:10][CH:9](/[CH:12]=[C:13]2/[C:14]([NH:19][CH2:20][C:21]([CH3:25])([CH3:24])[CH2:22][OH:23])=[N:15][C:16](=[O:18])[S:17]/2)[CH2:8][CH2:7]1.[C:36]([OH:43])(=[O:42])/[CH:37]=[CH:38]/[C:39]([OH:41])=[O:40]>C(O)C>[C:36]([OH:43])(=[O:42])/[CH:37]=[CH:38]/[C:39]([OH:41])=[O:40].[F:35][C:2]([F:1])([F:34])[C:3]1[CH:29]=[C:28]([C:30]([F:32])([F:33])[F:31])[CH:27]=[CH:26][C:4]=1[CH2:5][N:6]1[CH2:7][CH2:8][CH:9](/[CH:12]=[C:13]2/[C:14]([NH:19][CH2:20][C:21]([CH3:24])([CH3:25])[CH2:22][OH:23])=[N:15][C:16](=[O:18])[S:17]/2)[CH2:10][CH2:11]1 |f:3.4|. Reported procedure: To a solution of (5Z)-5-({1-[2,4-bis(trifluoromethyl)benzyl]piperidin-4-yl}methylidene)-4-[(3-hydroxy-2,2-dimethylpropyl)amino]-1,3-thiazol-2(5H)-one (800 mg) in ethanol (5 mL) was added a solution of fumaric acid (181 mg) in ethanol (20 mL). The reaction mixture was stirred at room temperature for 1 hr, and the solvent was evaporated under reduced pressure. The residue was recrystallized from ethanol/heptane to give the title compound (800 mg). Reactants: CC[O-].[Na+] (NaOEt), FC1=CC=C(C=C1)CC(CC(=O)OCC)=O (ethyl 4-(4-fluorophenyl)-3-oxobutanoate), CC[O-].[Na+] (NaOEt), N1=NN=CC=C1 (triazine). The reagents and catalysts are N1=NN=CC=C1 (triazine). The solvent is CCO (EtOH). Reaction conditions: temperature 85 celsius. Yields the product ester, FC1=CC=C(C=C1)C=1C(C(=CNC1)C(=O)OCC)=O (ethyl 5-(4-fluorophenyl )-4-oxo-1,4-dihydropyridine-3-carboxylate). Yield: 83.0%. RXN SMILES: [F:1][C:2]1[CH:7]=[CH:6][C:5]([CH2:8][C:9](=[O:16])[CH2:10][C:11]([O:13][CH2:14][CH3:15])=[O:12])=[CH:4][CH:3]=1.[CH3:17]C[O-].[Na+].[N:21]1[CH:26]=CC=NN=1>CCO.N1C=CC=NN=1>[F:1][C:2]1[CH:3]=[CH:4][C:5]([C:8]2[C:9](=[O:16])[C:10]([C:11]([O:13][CH2:14][CH3:15])=[O:12])=[CH:17][NH:21][CH:26]=2)=[CH:6][CH:7]=1 |f:1.2|. Procedure details: To a solution of ethyl 4-(4-fluorophenyl)-3-oxobutanoate (4.6 g, 21 mmol) in absolute EtOH (45 mL) was added NaOEt solution (21% NaOEt solution in EtOH, 7.7 mL) and triazine (1.67 g, 21 mmol). The resulting mixture was heated to 85° C. for 1.5 h, cooled to room temperature and treated with an additional portion of triazine (0.08 g, 1 mmol) and NaOEt solution (21% NaOEt solution in EtOH, 0.4 mL). The reaction mixture was heated for an additional hour and concentrated in vacuo. The residue was tre... Reactants: Cc1nn(C)cc1-n1c(=O)n(C)c2cnc3ccc(Br)cc3c21, CCOC(C)=O, [H-], CCI, [Na+], CN(C)C=O. The product is CCn1c(=O)n(-c2cn(C)nc2C)c2c3cc(Br)ccc3ncc21. Reaction SMILES: [Br:1][c:2]1[cH:3][c:4]2[c:5]3[c:6]([cH:7][n:8][c:9]2[cH:10][cH:11]1)[n:12]([CH3:23])[c:13](=[O:22])[n:14]3-[c:15]1[c:16]([CH3:21])[n:17][n:18]([CH3:20])[cH:19]1.[CH3:34][CH2:35][O:36][C:37]([CH3:38])=[O:39].[H-:25].[I:26][CH2:27][CH3:28].[Na+:24].[O:29]=[CH:30][N:31]([CH3:32])[CH3:33]>>[Br:1][c:2]1[cH:3][c:4]2[c:5]3[c:6]([cH:7][n:8][c:9]2[cH:10][cH:11]1)[n:12]([CH2:23][CH3:27])[c:13](=[O:22])[n:14]3-[c:15]1[c:16]([CH3:21])[n:17][n:18]([CH3:20])[cH:19]1. The yield is 31.9%. Reaction conditions: temperature 62.5 celsius. Solvent: Cl (HCl), [OH-].[Na+] (NaOH). Yields the product BrC1=CC(=C2NC(C(NC2=C1)=O)=O)CC (7-Bromo-5-ethyl-1,4-dihydroquinoxaline-2,3-dione). Procedure: A mixture of 1,2-diamino-4-bromo-6-ethylbenzene (40 mg, 0.14 mmol) and oxalic acid dihydrate (25 mg, 0.20 mmol, used as received) in 4 N HCl (1.5 mL) was refluxed at 120-5° C. for 3 h, then cooled to room temperature. The mixture was centrifuged and the liquid layer was removed. The yellow solid was washed with cold water (2×1 mL), collected by filtration, and dried at 60° C. under reduced pressure for 2 h, affording 40 mg of crude product (80%) as a yellow powder. The crude product was dissolve... Reaction SMILES: [NH2:1][C:2]1[C:7]([CH2:8][CH3:9])=[CH:6][C:5]([Br:10])=[CH:4][C:3]=1[NH2:11].O.O.[C:14](O)(=[O:18])[C:15](O)=[O:16]>Cl.[OH-].[Na+]>[Br:10][C:5]1[CH:4]=[C:3]2[C:2]([NH:1][C:14](=[O:18])[C:15](=[O:16])[NH:11]2)=[C:7]([CH2:8][CH3:9])[CH:6]=1 |f:1.2.3,5.6|. The reactants are NC1=C(C=C(C=C1CC)Br)N (1,2-diamino-4-bromo-6-ethylbenzene), O.O.C(C(=O)O)(=O)O (oxalic acid dihydrate), crude product.